Dataset: the Open Reaction Database (ORD), a public repository of structured organic reaction records. Task: describe an organic reaction: reactants, conditions, products, and yield Reactants: NC1C(CC(C(C1OCC1=CC=CC=C1)OCC1=CC=CC=C1)COCC1=CC=CC=C1)O (rac-(1R,2R,3S,4S,5S)-2-amino-3,4-bis(benzyloxy)-5-((benzyloxy)methyl)cyclohexanol), C(CC)N=C=S (propyl isothiocyanate), C(=O)(O)[O-].[Na+] (NaHCO3), CI (MeI). The solvent is C1CCOC1 (THF), C1CCOC1 (THF). Run at time 16 hour. Yields the product OCC1CC2C(N=C(O2)NCCC)C(C1O)O (rac-(3aR,4R,5R,6R,7aS)-6-(hydroxymethyl)-2-(propylamino)-3a,4,5,6,7,7a-hexahydrobenzo[d]oxazole-4,5-diol). Isolated yield 64.0%. Reaction SMILES: [NH2:1][CH:2]1[CH:7]([O:8][CH2:9]C2C=CC=CC=2)[CH:6](OCC2C=CC=CC=2)[CH:5]([CH2:24][O:25]CC2C=CC=CC=2)[CH2:4][CH:3]1[OH:33].[CH2:34]([N:37]=C=S)[CH2:35][CH3:36].CI.C([O-])(O)=[O:43].[Na+]>C1COCC1>[OH:25][CH2:24][CH:5]1[CH:4]([OH:43])[CH:3]([OH:33])[CH:2]2[N:1]=[C:9]([NH:37][CH2:34][CH2:35][CH3:36])[O:8][CH:7]2[CH2:6]1 |f:3.4|. Procedure details: To a solution of Intermediate B (151 mg, 0.338 mmol) in dry THF (4 mL) was added a solution of propyl isothiocyanate (42.6 mg, 0.422 mmol) in dry THF (1 mL). The mixture was stirred at room temperature for 16 h. Solvents were evaporated under reduced pressure. The residue was dissolved in acetone (3 mL). MeI (96 mg, 0.676 mmol) was added. The mixture was stirred at room temperature for 5 h. Satd. aqueous NaHCO3 (2 mL) was added and stirred at room temperature for 10 min. The mixture was further ... Starting materials: [Br-], [Mg+]C1CCCCC1, C1CCOC1, O=C(O)C1CCN(S(=O)(=O)c2ccccc2)CC1. The product is O=C(C1CCCCC1)C1CCN(S(=O)(=O)c2ccccc2)CC1. RXN SMILES: [Br-:19].[CH:20]1([Mg+:26])[CH2:21][CH2:22][CH2:23][CH2:24][CH2:25]1.[O:27]1[CH2:28][CH2:29][CH2:30][CH2:31]1.[c:1]1([S:7](=[O:8])(=[O:9])[N:10]2[CH2:11][CH2:12][CH:13]([C:16](=[O:17])[OH:18])[CH2:14][CH2:15]2)[cH:2][cH:3][cH:4][cH:5][cH:6]1>>[c:1]1([S:7](=[O:8])(=[O:9])[N:10]2[CH2:11][CH2:12][CH:13]([C:16](=[O:18])[CH:20]3[CH2:21][CH2:22][CH2:23][CH2:24][CH2:25]3)[CH2:14][CH2:15]2)[cH:2][cH:3][cH:4][cH:5][cH:6]1. Reactants: C(C)OC(=O)C=1C(=NC(=C(C1NCC)N)OCC)C (5-amino-4-ethylamino-6-ethoxy-2-methylpyridine-3-carboxylic acid ethyl ester), C(C)(=O)O (acetic acid), N(=O)[O-].[Na+] (sodium nitrite). The solvent is O (water). Conditions: time 8 hour. Product: C(C)OC(=O)C=1C2=C(C(=NC1C)OCC)N=NN2CC (4-Ethoxy-1-ethyl-6-methyl-1H-1,2,3-triazolo[4,5-c]pyridine-7-carboxylic acid ethyl ester). Yield: 75.0%. Reaction SMILES: [CH2:1]([O:3][C:4]([C:6]1[C:7]([CH3:19])=[N:8][C:9]([O:16][CH2:17][CH3:18])=[C:10]([NH2:15])[C:11]=1[NH:12][CH2:13][CH3:14])=[O:5])[CH3:2].C(O)(=O)C.[N:24]([O-])=O.[Na+]>O>[CH2:1]([O:3][C:4]([C:6]1[C:11]2[N:12]([CH2:13][CH3:14])[N:24]=[N:15][C:10]=2[C:9]([O:16][CH2:17][CH3:18])=[N:8][C:7]=1[CH3:19])=[O:5])[CH3:2] |f:2.3|. Procedure details: 26.7 g. of 5-amino-4-ethylamino-6-ethoxy-2-methylpyridine-3-carboxylic acid ethyl ester (0.1 mol.) are dissolved in 100 ml. of acetic acid. At room temperature 7.5 g. of sodium nitrite in 20 ml. of water are added dropwise with continual stirring. The temperature is kept below 20°. The mixture is stirred overnight and then evaporated to dryness. 100 ml. of water are added to the residue which is then extracted three times with 50 ml. portions of ether. The organic layer is collected, dried over ... Starting materials: CN (methylamine), solution, Cl.C1(CCC1)N1CCC(CC1)CC1CCN(CC1)C=1C=CC(=NC1)C(=O)Cl (5-{4-[(1-Cyclobutyl-4-piperidinyl)methyl]-1-piperidinyl}-2-pyridinecarbonyl chloride hydrochloride). Solvent: O1CCCC1 (tetrahydrofuran), ClCCl (dichloromethane), ClCCl (dichloromethane). Run at temperature 0 celsius, time 3 hour. Product: C1(CCC1)N1CCC(CC1)CC1CCN(CC1)C=1C=CC(=NC1)C(=O)NC (5-{4-[(1-Cyclobutyl-4-piperidinyl)methyl]-1-piperidinyl}-N-methyl-2-pyridinecarboxamide). As a reaction SMILES: Cl.[CH:2]1([N:6]2[CH2:11][CH2:10][CH:9]([CH2:12][CH:13]3[CH2:18][CH2:17][N:16]([C:19]4[CH:20]=[CH:21][C:22]([C:25](Cl)=[O:26])=[N:23][CH:24]=4)[CH2:15][CH2:14]3)[CH2:8][CH2:7]2)[CH2:5][CH2:4][CH2:3]1.[CH3:28][NH2:29]>ClCCl.O1CCCC1>[CH:2]1([N:6]2[CH2:11][CH2:10][CH:9]([CH2:12][CH:13]3[CH2:18][CH2:17][N:16]([C:19]4[CH:20]=[CH:21][C:22]([C:25]([NH:29][CH3:28])=[O:26])=[N:23][CH:24]=4)[CH2:15][CH2:14]3)[CH2:8][CH2:7]2)[CH2:5][CH2:4][CH2:3]1 |f:0.1|. Procedure details: 5-{4-[(1-Cyclobutyl-4-piperidinyl)methyl]-1-piperidinyl}-2-pyridinecarbonyl chloride hydrochloride (may be prepared as described in Example 11, step 1) was dissolved in dichloromethane (10 ml) and added dropwise to a stirred solution of methylamine (1.57 ml of a 2M solution in tetrahydrofuran) in dichloromethane (10 ml) cooled to 0° C. over 1 h. The reaction was allowed to stir for a further 3 h before the mixture was evaporated. Chromatography (silica gel, eluting with methanol/dichloromethane,... Reactants: CC(Cl)Cl, O=P(Cl)(Cl)Cl, O=c1[nH]nc(-c2ccco2)c2ccccc12. Yields the product Clc1nnc(-c2ccco2)c2ccccc12. As a reaction SMILES: [Cl:22][CH:23]([Cl:24])[CH3:25].[P:17]([Cl:18])([Cl:19])([Cl:20])=[O:21].[o:1]1[c:2](-[c:6]2[n:7][nH:8][c:9](=[O:16])[c:10]3[cH:11][cH:12][cH:13][cH:14][c:15]23)[cH:3][cH:4][cH:5]1>>[o:1]1[c:2](-[c:6]2[n:7][n:8][c:9]([Cl:19])[c:10]3[cH:11][cH:12][cH:13][cH:14][c:15]23)[cH:3][cH:4][cH:5]1.